This data is from the Open Reaction Database (ORD), a public repository of structured organic reaction records. The task is: describe an organic reaction: reactants, conditions, products, and yield Reactants: CN(CCCCCCCCCO[Si](C)(C)C(C)(C)C)C1C2CCC1C(=O)C2, CC(C)(C)O[Al](OC(C)(C)C)OC(C)(C)C, C1CCOC1, [H-], [Li+]. Yields the product CN(CCCCCCCCCO[Si](C)(C)C(C)(C)C)C1C2CCC1C(O)C2. As a reaction SMILES: [C:1]([CH3:2])([CH3:3])([CH3:4])[Si:5]([O:6][CH2:7][CH2:8][CH2:9][CH2:10][CH2:11][CH2:12][CH2:13][CH2:14][CH2:15][N:16]([CH:17]1[CH:18]2[C:19](=[O:24])[CH2:20][CH:21]1[CH2:22][CH2:23]2)[CH3:25])([CH3:26])[CH3:27].[C:29]([O:30][Al:31]([O:32][C:33]([CH3:34])([CH3:35])[CH3:36])[O:37][C:38]([CH3:39])([CH3:40])[CH3:41])([CH3:42])([CH3:43])[CH3:44].[CH2:46]1[O:47][CH2:48][CH2:49][CH2:50]1.[H-:28].[Li+:45]>>[C:1]([CH3:2])([CH3:3])([CH3:4])[Si:5]([O:6][CH2:7][CH2:8][CH2:9][CH2:10][CH2:11][CH2:12][CH2:13][CH2:14][CH2:15][N:16]([CH:17]1[CH:18]2[CH:19]([OH:24])[CH2:20][CH:21]1[CH2:22][CH2:23]2)[CH3:25])([CH3:26])[CH3:27]. Solvent: C(C)O (ethanol). Yields the product NC1=NC2=NC(=CC=C2C=C1)OC1=C(C=CC=C1)F (2-Amino-7-(2-fluorophenoxy)-1,8-naphthyridine). The yield is 58.2%. Run at temperature 4 celsius. Starting materials: NC1=NC2=NC(=CC=C2C=C1)Cl (2-amino-7-chloro-1,8-naphthyridine), FC1=C(C=CC=C1)O (2-fluorophenol), [OH-].[K+] (potassium hydroxide). As a reaction SMILES: [NH2:1][C:2]1[CH:11]=[CH:10][C:9]2[C:4](=[N:5][C:6](Cl)=[CH:7][CH:8]=2)[N:3]=1.[F:13][C:14]1[CH:19]=[CH:18][CH:17]=[CH:16][C:15]=1[OH:20].[OH-].[K+]>C(O)C>[NH2:1][C:2]1[CH:11]=[CH:10][C:9]2[C:4](=[N:5][C:6]([O:20][C:15]3[CH:16]=[CH:17][CH:18]=[CH:19][C:14]=3[F:13])=[CH:7][CH:8]=2)[N:3]=1 |f:2.3|. Procedure: The procedure is similar to that described in Example 37, but starting with 2-amino-7-chloro-1,8-naphthyridine (18 g), 2-fluorophenol (44.8 g) and potassium hydroxide pellets (13.2 g; 85% purity). After treatment with caustic soda and washing, the product produced (24 g; m.p. 202° C.) is dissolved in boiling ethanol (200 cc). After 16 hours' cooling at 4° C., the crystallised solid is separated by filtration, washed with ethanol (2×15 cc) and dried at 40° C. under reduced pressure (0.067 kPa). 2... The reactants are FC(C(=O)N1C(CC2=C(C(C1)C)C=C(C(=C2)OC)Br)C)(F)F (N-trifluoroacetyl-8-bromo-1,4-dimethyl-7-methoxy-2,3,4,5-tetrahydro-1H-3-benzazepine), B(Br)(Br)Br (BBr3), solution. Solvent: ClCCl (dichloromethane), C(Cl)Cl (CH2Cl2). Run at time 8 hour. The product is FC(C(=O)N1C(CC2=C(C(C1)C)C=C(C(=C2)O)Br)C)(F)F (N-Trifluoroacetyl-8-bromo-1,4-dimethyl-7-hydroxy-2,3,4,5-tetrahydro-1H-3-benzazepine). Yield: 81.7%. Reaction SMILES: [F:1][C:2]([F:22])([F:21])[C:3]([N:5]1[CH2:11][CH:10]([CH3:12])[C:9]2[CH:13]=[C:14]([Br:19])[C:15]([O:17]C)=[CH:16][C:8]=2[CH2:7][CH:6]1[CH3:20])=[O:4].B(Br)(Br)Br>ClCCl>[F:21][C:2]([F:1])([F:22])[C:3]([N:5]1[CH2:11][CH:10]([CH3:12])[C:9]2[CH:13]=[C:14]([Br:19])[C:15]([OH:17])=[CH:16][C:8]=2[CH2:7][CH:6]1[CH3:20])=[O:4]. Procedure details: A solution of N-trifluoroacetyl-8-bromo-1,4-dimethyl-7-methoxy-2,3,4,5-tetrahydro-1H-3-benzazepine (0.383 g, 1.01 mmol) in dichloromethane (30 mL) was treated with BBr3 (2.35 mL of a 1.0M solution in CH2Cl2, 2.35 mmol) and stirred overnight while warming to 20 C. The excess BBr3 is quenched with water, and the resulting mixture was diluted with ether (100 mL), washed with saturated aqueous Na2CO3 (50 mL) and brine (50 mL), dried with Na2SO4 and concentrated. Flash chromatography (15% EtOAc in he...